This data is from the Open Reaction Database (ORD), a public repository of structured organic reaction records. The task is: describe an organic reaction: reactants, conditions, products, and yield Reactants: O=C([O-])[O-], O=Cc1ccc(-c2cnc(Cl)nc2)cc1, OB(O)c1ccc(OC(F)(F)F)cc1, [K+], [K+], C1COCCO1, Cl[Pd]Cl, c1ccc(P(c2ccccc2)c2ccccc2)cc1, c1ccc(P(c2ccccc2)c2ccccc2)cc1. As a reaction SMILES: [C:30](=[O:31])([O-:32])[O-:33].[Cl:1][c:2]1[n:3][cH:4][c:5](-[c:8]2[cH:9][cH:10][c:11]([CH:12]=[O:13])[cH:14][cH:15]2)[cH:6][n:7]1.[F:16][C:17]([O:18][c:19]1[cH:20][cH:21][c:22]([B:25]([OH:26])[OH:27])[cH:23][cH:24]1)([F:28])[F:29].[K+:34].[K+:35].[O:77]1[CH2:78][CH2:79][O:80][CH2:81][CH2:82]1.[Pd:36]([Cl:37])[Cl:38].[c:39]1([P:40]([c:41]2[cH:42][cH:43][cH:44][cH:45][cH:46]2)[c:47]2[cH:48][cH:49][cH:50][cH:51][cH:52]2)[cH:53][cH:54][cH:55][cH:56][cH:57]1.[c:58]1([P:59]([c:60]2[cH:61][cH:62][cH:63][cH:64][cH:65]2)[c:66]2[cH:67][cH:68][cH:69][cH:70][cH:71]2)[cH:72][cH:73][cH:74][cH:75][cH:76]1>>[c:2]1(-[c:22]2[cH:21][cH:20][c:19]([O:18][C:17]([F:16])([F:28])[F:29])[cH:24][cH:23]2)[n:3][cH:4][c:5](-[c:8]2[cH:9][cH:10][c:11]([CH:12]=[O:13])[cH:14][cH:15]2)[cH:6][n:7]1. The product is O=Cc1ccc(-c2cnc(-c3ccc(OC(F)(F)F)cc3)nc2)cc1. Starting materials: C1(CC1)COC1=C(C=C(C=C1)C=1OC2=C(N1)C=CC(=C2)OC[C@H](C)NC(OC(C)(C)C)=O)F (tert-butyl ((2S)-1-((2-(4-(cyclopropylmethoxy)-3-fluorophenyl)-1,3-benzoxazol-6-yl)oxy)propan-2-yl)carbamate), C[Si](C)(C)N=C=O (trimethylsilyl isocyanate). Product: C1(CC1)COC1=C(C=C(C=C1)C=1OC2=C(N1)C=CC(=C2)OC[C@H](C)NC(=O)N)F (1-((2S)-1-((2-(4-(cyclopropylmethoxy)-3-fluorophenyl)-1,3-benzoxazol-6-yl)oxy)propan-2-yl)urea). As a reaction SMILES: [CH:1]1([CH2:4][O:5][C:6]2[CH:11]=[CH:10][C:9]([C:12]3[O:13][C:14]4[CH:20]=[C:19]([O:21][CH2:22][C@@H:23]([NH:25][C:26](=O)[O:27]C(C)(C)C)[CH3:24])[CH:18]=[CH:17][C:15]=4[N:16]=3)=[CH:8][C:7]=2[F:33])[CH2:3][CH2:2]1.C[Si]([N:38]=C=O)(C)C>>[CH:1]1([CH2:4][O:5][C:6]2[CH:11]=[CH:10][C:9]([C:12]3[O:13][C:14]4[CH:20]=[C:19]([O:21][CH2:22][C@@H:23]([NH:25][C:26]([NH2:38])=[O:27])[CH3:24])[CH:18]=[CH:17][C:15]=4[N:16]=3)=[CH:8][C:7]=2[F:33])[CH2:3][CH2:2]1. Procedure: Using tert-butyl ((2S)-1-((2-(4-(cyclopropylmethoxy)-3-fluorophenyl)-1,3-benzoxazol-6-yl)oxy)propan-2-yl)carbamate and trimethylsilyl isocyanate, and in the same manner as in Example 10, the title compound was obtained.